Dataset: the Open Reaction Database (ORD), a public repository of structured organic reaction records. Task: describe an organic reaction: reactants, conditions, products, and yield The reactants are FC1=CC(=C(CN2C(C(C=3C=C4C(=CC23)NC(=N4)NC(C4=CC(=CC=C4)C)=O)(C)C)=O)C=C1)OC (N-[5-(4-Fluoro-2-methoxy-benzyl)-7,7-dimethyl-6-oxo-3,5,6,7-tetrahydro-imidazo[4,5-f]indol-2-yl]-3-methyl-benzamide), B(Br)(Br)Br (BBr3), Cl (hydrochloric acid). The solvent is C(Cl)Cl (CH2Cl2). Run at time 10 hour. Yields the product FC1=CC(=C(CN2C(C(C=3C=C4C(=CC23)NC(=N4)NC(C4=CC(=CC=C4)C)=O)(C)C)=O)C=C1)O (N-[5-(4-Fluoro-2-hyroxy-benzyl)-7,7-dimethyl-6-oxo-3,5,6,7-tetrahydro-imidazo[4,5-f]indol-2-yl]-3-methyl-benzamide). Yield: 66.0%. Reaction SMILES: [F:1][C:2]1[CH:33]=[CH:32][C:5]([CH2:6][N:7]2[C:15]3[CH:14]=[C:13]4[NH:16][C:17]([NH:19][C:20](=[O:28])[C:21]5[CH:26]=[CH:25][CH:24]=[C:23]([CH3:27])[CH:22]=5)=[N:18][C:12]4=[CH:11][C:10]=3[C:9]([CH3:30])([CH3:29])[C:8]2=[O:31])=[C:4]([O:34]C)[CH:3]=1.B(Br)(Br)Br.Cl>C(Cl)Cl>[F:1][C:2]1[CH:33]=[CH:32][C:5]([CH2:6][N:7]2[C:15]3[CH:14]=[C:13]4[NH:16][C:17]([NH:19][C:20](=[O:28])[C:21]5[CH:26]=[CH:25][CH:24]=[C:23]([CH3:27])[CH:22]=5)=[N:18][C:12]4=[CH:11][C:10]=3[C:9]([CH3:29])([CH3:30])[C:8]2=[O:31])=[C:4]([OH:34])[CH:3]=1. Procedure: N-[5-(4-Fluoro-2-methoxy-benzyl)-7,7-dimethyl-6-oxo-3,5,6,7-tetrahydro-imidazo[4,5-f]indol-2-yl]-3-methyl-benzamide (5 mg) is suspended in a BBr3 solution in CH2Cl2 (1 M; 33 μl) and stirred at RT for 10 h. After addition of hydrochloric acid (200 μl; 1 N) the mixture is stirred at RT for another 1 h and then evaporated to dryness. The crude material is purified by preparative RP-HPLC eluted with MeCN/water to yield the desired compound (3.2 mg). The reactants are CCOC(=O)c1cc(Br)cc(C(=O)OCC)n1, O=C([O-])[O-], COc1cc(OC)c(B(O)O)c(OC)c1, [Cs+], [Cs+], CN(C)C=O, [Pd], c1ccc(P(c2ccccc2)c2ccccc2)cc1, c1ccc(P(c2ccccc2)c2ccccc2)cc1, c1ccc(P(c2ccccc2)c2ccccc2)cc1, c1ccc(P(c2ccccc2)c2ccccc2)cc1. Yields the product CCOC(=O)c1cc(-c2c(OC)cc(OC)cc2OC)cc(C(=O)OCC)n1. Reaction SMILES: [Br:16][c:17]1[cH:18][c:19]([C:28](=[O:29])[O:30][CH2:31][CH3:32])[n:20][c:21]([C:23](=[O:24])[O:25][CH2:26][CH3:27])[cH:22]1.[C:33](=[O:34])([O-:35])[O-:36].[CH3:1][O:2][c:3]1[c:4]([B:13]([OH:14])[OH:15])[c:5]([O:11][CH3:12])[cH:6][c:7]([O:9][CH3:10])[cH:8]1.[Cs+:37].[Cs+:38].[O:39]=[CH:40][N:41]([CH3:42])[CH3:43].[Pd:44].[c:102]1([P:103]([c:104]2[cH:105][cH:106][cH:107][cH:108][cH:109]2)[c:110]2[cH:111][cH:112][cH:113][cH:114][cH:115]2)[cH:116][cH:117][cH:118][cH:119][cH:120]1.[c:45]1([P:46]([c:47]2[cH:48][cH:49][cH:50][cH:51][cH:52]2)[c:53]2[cH:54][cH:55][cH:56][cH:57][cH:58]2)[cH:59][cH:60][cH:61][cH:62][cH:63]1.[c:64]1([P:65]([c:66]2[cH:67][cH:68][cH:69][cH:70][cH:71]2)[c:72]2[cH:73][cH:74][cH:75][cH:76][cH:77]2)[cH:78][cH:79][cH:80][cH:81][cH:82]1.[c:83]1([P:84]([c:85]2[cH:86][cH:87][cH:88][cH:89][cH:90]2)[c:91]2[cH:92][cH:93][cH:94][cH:95][cH:96]2)[cH:97][cH:98][cH:99][cH:100][cH:101]1>>[CH3:1][O:2][c:3]1[c:4](-[c:17]2[cH:18][c:19]([C:28](=[O:29])[O:30][CH2:31][CH3:32])[n:20][c:21]([C:23](=[O:24])[O:25][CH2:26][CH3:27])[cH:22]2)[c:5]([O:11][CH3:12])[cH:6][c:7]([O:9][CH3:10])[cH:8]1. As a reaction SMILES: [H-].[Na+].[O:3]1[CH2:8][CH2:7][N:6]([CH2:9][C:10]([C:12]2[CH:13]=[C:14]3[C:18](=[CH:19][CH:20]=2)[NH:17][C:16](=[O:21])[CH2:15]3)=[O:11])[CH2:5][CH2:4]1.[Cl:22][C:23]1[C:32]2[C:27](=[CH:28][C:29]([O:35][CH2:36][CH2:37][O:38][CH3:39])=[C:30]([O:33][CH3:34])[CH:31]=2)[N:26]=[CH:25][N:24]=1>CN(C=O)C>[ClH:22].[CH3:34][O:33][C:30]1[CH:31]=[C:32]2[C:27](=[CH:28][C:29]=1[O:35][CH2:36][CH2:37][O:38][CH3:39])[N:26]=[CH:25][N:24]=[C:23]2[CH:15]1[C:14]2[C:18](=[CH:19][CH:20]=[C:12]([C:10](=[O:11])[CH2:9][N:6]3[CH2:7][CH2:8][O:3][CH2:4][CH2:5]3)[CH:13]=2)[NH:17][C:16]1=[O:21] |f:0.1,5.6|. The product is Cl.COC=1C=C2C(=NC=NC2=CC1OCCOC)C1C(NC2=CC=C(C=C12)C(CN1CCOCC1)=O)=O (6-methoxy-7-(2-methoxyethoxy)-4-(5-(2-morpholinoacetyl)oxindol-3-yl)quinazoline hydrochloride). Run in CN(C)C=O (DMF). Isolated yield 42.8%. Reactants: [H-].[Na+] (Sodium hydride), O1CCN(CC1)CC(=O)C=1C=C2CC(NC2=CC1)=O (5-(2-morpholinoacetyl)oxindole), ClC1=NC=NC2=CC(=C(C=C12)OC)OCCOC (4-chloro-6-methoxy-7-(2-methoxyethoxy)quinazoline). Conditions: time 1.5 hour. Procedure: Sodium hydride (58 mg, 2.4 mmol) was added to solution of 5-(2-morpholinoacetyl)oxindole (312 mg, 1.2 mmol) and 4-chloro-6-methoxy-7-(2-methoxyethoxy)quinazoline (160 mg, 0.6 mmol), (prepared as described for the starting material in Example 2), in DMF (15 ml). The mixture was stirred for 1.5 hours at ambient temperature and the volatiles were removed by evaporation. The residue was purified by column chromatography eluting with methylene chloride/methanol (96/4 followed by 94/6). The purified s... The solvent is CN(C=O)C (N,N-dimethylformamide). Procedure details: A solution of 4-chloro-pyridine-2-carboxylic acid (16.3 g, 103 mmol), methyl 6-aminopicolinate (3.0 g, 18.6 mmol), (2-(7-Aza-1H-benzotriazole-1-yl)-1,1,3,3-tetramethylumnium hexafluorophosphate (HATU, 41.1 g, 108 mmol), and N-methyl morpholine (12.5 mL, 108 mmol) in N,N-dimethylformamide was stirred at room temperature for 12 hours. The solvent was removed under reduced pressure, and the residue suspended in acetonitrile. The solid thus obtained was isolated by filtration, washed with water (80 ... Yields the product COC(=O)C1=NC(=CC=C1)NC(=O)C1=NC=CC(=C1)Cl (6-[(4-chloro-pyridine-2-carbonyl)-amino]-pyridine-2-carboxylic acid methyl ester). Starting materials: ClC1=CC(=NC=C1)C(=O)O (4-chloro-pyridine-2-carboxylic acid), NC1=CC=CC(=N1)C(=O)OC (methyl 6-aminopicolinate), 2-(7-Aza-1H-benzotriazole-1-yl)-1,1,3,3-tetramethylumnium hexafluorophosphate, CN1CCOCC1 (N-methyl morpholine). Isolated yield 93.0%. RXN SMILES: [Cl:1][C:2]1[CH:7]=[CH:6][N:5]=[C:4]([C:8](O)=[O:9])[CH:3]=1.[NH2:11][C:12]1[N:17]=[C:16]([C:18]([O:20][CH3:21])=[O:19])[CH:15]=[CH:14][CH:13]=1.CN1CCOCC1>CN(C)C=O>[CH3:21][O:20][C:18]([C:16]1[CH:15]=[CH:14][CH:13]=[C:12]([NH:11][C:8]([C:4]2[CH:3]=[C:2]([Cl:1])[CH:7]=[CH:6][N:5]=2)=[O:9])[N:17]=1)=[O:19]. The reactants are O=C([O-])[O-], CI, CC(C)[Si]1(C(C)C)OCC2OC(n3cnc4c(Cl)ncnc43)C(O)C2O[Si](C(C)C)(C(C)C)O1, ClCCl, [Cs+], [Cs+], CN(C)C=O. Product: COC1C2O[Si](C(C)C)(C(C)C)O[Si](C(C)C)(C(C)C)OCC2OC1n1cnc2c(Cl)ncnc21. As a reaction SMILES: [C:35](=[O:36])([O-:37])[O-:38].[CH3:41][I:42].[Cl:1][c:2]1[c:3]2[n:4][cH:5][n:6]([CH:11]3[CH:12]([OH:34])[CH:13]4[O:14][Si:15]([CH:28]([CH3:29])[CH3:30])([CH:31]([CH3:32])[CH3:33])[O:16][Si:17]([CH:22]([CH3:23])[CH3:24])([CH:25]([CH3:26])[CH3:27])[O:18][CH2:19][CH:20]4[O:21]3)[c:7]2[n:8][cH:9][n:10]1.[Cl:48][CH2:49][Cl:50].[Cs+:39].[Cs+:40].[O:43]=[CH:44][N:45]([CH3:46])[CH3:47]>>[Cl:1][c:2]1[c:3]2[n:4][cH:5][n:6]([CH:11]3[CH:12]([O:34][CH3:35])[CH:13]4[O:14][Si:15]([CH:28]([CH3:29])[CH3:30])([CH:31]([CH3:32])[CH3:33])[O:16][Si:17]([CH:22]([CH3:23])[CH3:24])([CH:25]([CH3:26])[CH3:27])[O:18][CH2:19][CH:20]4[O:21]3)[c:7]2[n:8][cH:9][n:10]1. The product is COC(=O)C1=Cc2cc(OCc3cccnc3)ccc2S(=O)(=O)CC1. The reactants are C1CCOC1, Cc1ccccc1, CCOC(=O)N=NC(=O)OCC, COC(=O)C1=Cc2cc(O)ccc2S(=O)(=O)CC1, c1ccc(P(c2ccccc2)c2ccccc2)cc1, OCc1cccnc1. As a reaction SMILES: [CH2:58]1[O:59][CH2:60][CH2:61][CH2:62]1.[CH3:63][c:64]1[cH:65][cH:66][cH:67][cH:68][cH:69]1.[O:46]=[C:47]([O:48][CH2:49][CH3:50])[N:51]=[N:52][C:53]([O:54][CH2:55][CH3:56])=[O:57].[OH:1][c:2]1[cH:3][cH:4][c:5]2[c:6]([cH:18]1)[CH:7]=[C:8]([C:14](=[O:15])[O:16][CH3:17])[CH2:9][CH2:10][S:11]2(=[O:12])=[O:13].[c:27]1([P:28]([c:29]2[cH:30][cH:31][cH:32][cH:33][cH:34]2)[c:35]2[cH:36][cH:37][cH:38][cH:39][cH:40]2)[cH:41][cH:42][cH:43][cH:44][cH:45]1.[n:19]1[cH:20][c:21]([CH2:25][OH:26])[cH:22][cH:23][cH:24]1>>[O:1]([c:2]1[cH:3][cH:4][c:5]2[c:6]([cH:18]1)[CH:7]=[C:8]([C:14](=[O:15])[O:16][CH3:17])[CH2:9][CH2:10][S:11]2(=[O:12])=[O:13])[CH2:25][c:21]1[cH:20][n:19][cH:24][cH:23][cH:22]1. Product: C(CCCCC)OC1=C(C(=NC=C1)CCl)C (4-hexyloxy-2-chloromethyl-3-methylpyridine). Starting materials: C(CCCCC)OC1=C(C(=NC=C1)CO)C (4-hexyloxy-2-hydroxymethyl-3-methylpyridine), S(=O)(Cl)Cl (thionyl chloride). Solvent: C(Cl)(Cl)Cl (chloroform). Procedure details: 12.2 g (0.055 mol, 1.0 eq.) of 4-hexyloxy-2-hydroxymethyl-3-methylpyridine was dissolved in 620 mL of chloroform, and 33.4 g (0.281 mol, 5.1 eq.) of thionyl chloride was added dropwise at 23 to 29° C. Subsequently, the mixture was heated to reflux for one hour and then concentrated, to obtain 24.7 g of 4-hexyloxy-2-chloromethyl-3-methylpyridine as a brown oily matter. The yield is 185.8%. As a reaction SMILES: [CH2:1]([O:7][C:8]1[CH:13]=[CH:12][N:11]=[C:10]([CH2:14]O)[C:9]=1[CH3:16])[CH2:2][CH2:3][CH2:4][CH2:5][CH3:6].S(Cl)([Cl:19])=O>C(Cl)(Cl)Cl>[CH2:1]([O:7][C:8]1[CH:13]=[CH:12][N:11]=[C:10]([CH2:14][Cl:19])[C:9]=1[CH3:16])[CH2:2][CH2:3][CH2:4][CH2:5][CH3:6]. Reactants: CN(C)C=O, NNC(N)=S, O=C(Cl)CCCCc1ccccc1. Yields the product NC(=S)NNC(=O)CCCCc1ccccc1. RXN SMILES: [CH3:19][N:20]([CH3:21])[CH:22]=[O:23].[NH2:14][NH:15][C:16](=[S:17])[NH2:18].[c:1]1([CH2:7][CH2:8][CH2:9][CH2:10][C:11](=[O:12])[Cl:13])[cH:2][cH:3][cH:4][cH:5][cH:6]1>>[c:1]1([CH2:7][CH2:8][CH2:9][CH2:10][C:11](=[O:12])[NH:14][NH:15][C:16](=[S:17])[NH2:18])[cH:2][cH:3][cH:4][cH:5][cH:6]1. Starting materials: solution, C(C)[BH-](CC)CC.[Li+] (lithium triethylborohydride), [Li] (lithium), N1(CCCCCC1)CCOC1=CC=C(C=C1)C(=O)C1=C(C=CC2=CC(=CC=C12)O)C1=C(C(=CC(=C1)F)F)F ([4-(2-azepan-1-yl-ethoxy)-phenyl]-[6-hydroxy-2-(2,3,5-trifluoro-phenyl)-naphthalen-1-yl]-methanone), C(C)[BH-](CC)CC.[Li+] (lithium triethylborohydride). The solvent is C1CCOC1 (THF), O1CCOCC1 (dioxane). Run at time 1 hour. Yields the product N1(CCCCCC1)CCOC1=CC=C(C=C1)C1C2=C3C=CC(=CC3=CC=C2C2=CC(=CC(=C2O1)F)F)O (5-[4-(2-Azepan-1-yl-ethoxy)-phenyl]-7,9-difluoro-5H-6-oxa-chrysen-2-ol). Reaction SMILES: [N:1]1([CH2:8][CH2:9][O:10][C:11]2[CH:16]=[CH:15][C:14]([C:17]([C:19]3[C:28]4[C:23](=[CH:24][C:25]([OH:29])=[CH:26][CH:27]=4)[CH:22]=[CH:21][C:20]=3[C:30]3[CH:35]=[C:34]([F:36])[CH:33]=[C:32]([F:37])[C:31]=3F)=[O:18])=[CH:13][CH:12]=2)[CH2:7][CH2:6][CH2:5][CH2:4][CH2:3][CH2:2]1.C([BH-](CC)CC)C.[Li+].[Li]>O1CCOCC1.C1COCC1>[N:1]1([CH2:8][CH2:9][O:10][C:11]2[CH:12]=[CH:13][C:14]([CH:17]3[O:18][C:35]4[C:30](=[CH:31][C:32]([F:37])=[CH:33][C:34]=4[F:36])[C:20]4[C:19]3=[C:28]3[C:23](=[CH:22][CH:21]=4)[CH:24]=[C:25]([OH:29])[CH:26]=[CH:27]3)=[CH:15][CH:16]=2)[CH2:7][CH2:6][CH2:5][CH2:4][CH2:3][CH2:2]1 |f:1.2,^1:46|. Procedure: Dissolve [4-(2-azepan-1-yl-ethoxy)-phenyl]-[6-hydroxy-2-(2,3,5-trifluoro-phenyl)-naphthalen-1-yl]-methanone (2.63 g, 5.1 mmol) in 60 mL dioxane and add 10 mL of a 1.0 M solution of lithium triethylborohydride in THF. At the end of one hour, add another 10 mL of the lithium reagent mixture is added and gently warm the reaction. After a further one hour, add an additional 25 ml of lithium triethylborohydride and heat the reaction to reflux and hold for 8 hours. Cool the reaction and quench with wa...